From a dataset of the Open Reaction Database (ORD), a public repository of structured organic reaction records. describe an organic reaction: reactants, conditions, products, and yield The reactants are BrC=1C=C(C=2N(C1)C(=C(N2)C)C(=O)OCC)OCC2=C(C=CC=C2F)F (ethyl 6-bromo-8-[(2,6-difluorobenzyl)oxy]-2-methylimidazo[1,2-a]pyridine-3-carboxylate), CC(C)([O-])C.[Na+] (sodium tert-butoxide), CC(C)C1=CC(=C(C(=C1)C(C)C)C2=C(C=CC=C2)P(C3CCCCC3)C4CCCCC4)C(C)C (XPHOS), N1CCOCC1 (morpholine). The reagents and catalysts are C=1C=CC(=CC1)/C=C/C(=O)/C=C/C2=CC=CC=C2.C=1C=CC(=CC1)/C=C/C(=O)/C=C/C2=CC=CC=C2.C=1C=CC(=CC1)/C=C/C(=O)/C=C/C2=CC=CC=C2.[Pd].[Pd] (tris(dibenzylideneacetone)dipalladium). Solvent: C1(=CC=CC=C1)C (toluene). Conditions: time 16 hour. The product is FC1=C(COC=2C=3N(C=C(C2)N2CCOCC2)C(=C(N3)C)C(=O)OCC)C(=CC=C1)F (Ethyl 8-[(2,6-difluorobenzyl)oxy]-2-methyl-6-(morpholin-4-yl)imidazo[1,2-a]pyridine-3-carboxylate). RXN SMILES: Br[C:2]1[CH:3]=[C:4]([O:17][CH2:18][C:19]2[C:24]([F:25])=[CH:23][CH:22]=[CH:21][C:20]=2[F:26])[C:5]2[N:6]([C:8]([C:12]([O:14][CH2:15][CH3:16])=[O:13])=[C:9]([CH3:11])[N:10]=2)[CH:7]=1.CC(C)([O-])C.[Na+].CC(C1C=C(C(C)C)C(C2C=CC=CC=2P(C2CCCCC2)C2CCCCC2)=C(C(C)C)C=1)C.[NH:67]1[CH2:72][CH2:71][O:70][CH2:69][CH2:68]1>C1(C)C=CC=CC=1.C1C=CC(/C=C/C(/C=C/C2C=CC=CC=2)=O)=CC=1.C1C=CC(/C=C/C(/C=C/C2C=CC=CC=2)=O)=CC=1.C1C=CC(/C=C/C(/C=C/C2C=CC=CC=2)=O)=CC=1.[Pd].[Pd]>[F:26][C:20]1[CH:21]=[CH:22][CH:23]=[C:24]([F:25])[C:19]=1[CH2:18][O:17][C:4]1[C:5]2[N:6]([C:8]([C:12]([O:14][CH2:15][CH3:16])=[O:13])=[C:9]([CH3:11])[N:10]=2)[CH:7]=[C:2]([N:67]2[CH2:72][CH2:71][O:70][CH2:69][CH2:68]2)[CH:3]=1 |f:1.2,6.7.8.9.10|. Procedure: 500 mg of ethyl 6-bromo-8-[(2,6-difluorobenzyl)oxy]-2-methylimidazo[1,2-a]pyridine-3-carboxylate (1.18 mmol, 1 equivalent), 43 mg of tris(dibenzylideneacetone)dipalladium (0.047 mmol, 4 mol %), 158 mg of sodium tert-butoxide (1.65 mmol, 1.4 equivalents), 67 mg of XPHOS (0.141 mmol, 12 mol %) and 307 μl of morpholine (3.5 mmol, 3 equivalents) were dissolved in 30 ml of dry toluene and reacted in an oil bath preheated to 100° C. After 16 h at this temperature, the reaction mixture was cooled, filt... Reactants: [OH-].[Na+] (sodium hydroxide), CC(=O)C (acetone), C(C=1C(=CC=CC1)OC)=O (o-anisaldehyde). The solvent is O (water). Conditions: time 2 hour. Product: C(C=1C(=CC=CC1)OC)=CC(C)=O (o-anisalacetone). As a reaction SMILES: [OH-].[Na+].[CH3:3][C:4]([CH3:6])=[O:5].[CH:7](=O)[C:8]1[C:9]([O:14][CH3:15])=[CH:10][CH:11]=[CH:12][CH:13]=1>O>[CH:7](=[CH:3][C:4](=[O:5])[CH3:6])[C:8]1[C:9]([O:14][CH3:15])=[CH:10][CH:11]=[CH:12][CH:13]=1 |f:0.1|. Reported procedure: o-Anisalacetone is prepared by adding 70 ml of 10% aqueous sodium hydroxide to 7.7 moles of acetone, 280 ml of water, and 2.8 moles of o-anisaldehyde, slowly with cooling to maintain the temperature in the range of 25°-31° C. Another 2 hours stirring followed by acidification, separation of layers, dehydration with acid in benzene at reflux, and finally distillation at reduced pressure gives the crude o-anisalacetone. Starting materials: [Si](C)(C)(C(C)(C)C)OCC(C(C#N)C1=CC(=C(C=C1)Cl)Cl)O ((2RS,3RS)-4-{[tert-butyl(dimethyl)silyl]oxy}-2-(3,4-dichlorophenyl)-3-hydroxybutanenitrile), COC(C)(C)OC (2,2-dimethoxypropane), C1(=CC=C(C=C1)S(=O)(=O)O)C (p-toluenesulfonic acid), C(O)([O-])=O.[Na+] (sodium hydrogen carbonate). Solvent: C1(=CC=CC=C1)C (toluene). Conditions: temperature 80 celsius, time 2 hour. Product: ClC=1C=C(C=CC1Cl)C(C#N)C1OC(OC1)(C)C ((2RS)-(3,4-dichlorophenyl)[(4RS)-2,2-dimethyl-1,3-dioxolan-4-yl]ethanenitrile). The yield is 82.0%. RXN SMILES: [Si]([O:8][CH2:9][CH:10]([OH:22])[CH:11]([C:14]1[CH:19]=[CH:18][C:17]([Cl:20])=[C:16]([Cl:21])[CH:15]=1)[C:12]#[N:13])(C(C)(C)C)(C)C.CO[C:25](OC)([CH3:27])[CH3:26].C1(C)C=CC(S(O)(=O)=O)=CC=1.C(=O)([O-])O.[Na+]>C1(C)C=CC=CC=1>[Cl:21][C:16]1[CH:15]=[C:14]([CH:11]([CH:10]2[CH2:9][O:8][C:25]([CH3:27])([CH3:26])[O:22]2)[C:12]#[N:13])[CH:19]=[CH:18][C:17]=1[Cl:20] |f:3.4|. Reported procedure: To a solution of (2RS,3RS)-4-{[tert-butyl(dimethyl)silyl]oxy}-2-(3,4-dichlorophenyl)-3-hydroxybutanenitrile (152 g) in toluene (1000 ml) were added 2,2-dimethoxypropane (131.8 g) and p-toluenesulfonic acid (8.02 g), and the mixture was stirred under nitrogen purging at 80° C. for 2 hr. Under ice-cooling, the mixture was neutralized with saturated aqueous sodium hydrogen carbonate, and the mixture was extracted with ethyl acetate. The organic layer was washed with brine, and dried over anhydrous ... The reactants are C1(=CC=CC=C1)C (toluene), FC(C(=O)O)(F)F (trifluoroacetic acid), solution, C(C)OC(=O)C=1C(=NNC1)NNC(=O)OC(C)(C)C (3-(N′-t-butoxycarbonylhydrazino)-1H-pyrazole-4-carboxylic acid ethyl ester), ClCCl (dichloromethane). Reaction conditions: time 2 hour. Product: Cl.Cl.C(C)OC(=O)C=1C(=NNC1)NN (3-Hydrazino-1H-pyrazole-4-carboxylic acid Ethyl ester Bishydrochloride). Reaction SMILES: FC(F)(F)C(O)=O.[CH2:8]([O:10][C:11]([C:13]1[C:14]([NH:18][NH:19]C(OC(C)(C)C)=O)=[N:15][NH:16][CH:17]=1)=[O:12])[CH3:9].C1(C)C=CC=CC=1.[Cl:34]CCl>>[ClH:34].[ClH:34].[CH2:8]([O:10][C:11]([C:13]1[C:14]([NH:18][NH2:19])=[N:15][NH:16][CH:17]=1)=[O:12])[CH3:9] |f:4.5.6|. Reported procedure: After adding 25 ml of trifluoroacetic acid to a 50 ml solution of 3.30 g of 3-(N′-t-butoxycarbonylhydrazino)-1H-pyrazole-4-carboxylic acid ethyl ester in dichloromethane, the mixture was stirred for 2 hours at room temperature. Next, 100 ml of toluene was added and the solvent was removed under reduced pressure. The residue was dissolved in a small amount of methanol, and after adding a 4N hydrogen chloride-ethyl acetate solution until the solution reached acidity, the solvent was removed under ... Reagents/catalysts: C=1C=CC(=CC1)[P](C=2C=CC=CC2)(C=3C=CC=CC3)[Pd]([P](C=4C=CC=CC4)(C=5C=CC=CC5)C=6C=CC=CC6)([P](C=7C=CC=CC7)(C=8C=CC=CC8)C=9C=CC=CC9)[P](C=1C=CC=CC1)(C=1C=CC=CC1)C=1C=CC=CC1 (Pd(PPh3)4). Run at temperature 100 celsius. Product: FC1=CC=C(C=C1)C1=CC=CC(=N1)C(=O)O (6-(4-Fluorophenyl)picolinic acid). The reactants are BrC1=CC=CC(=N1)C(=O)O (6-bromopicolinic acid), C(=O)([O-])[O-].[Na+].[Na+] (Na2CO3), CCO (EtOH), FC1=CC=C(C=C1)B1OCC(CO1)(C)C (2-(4-fluorophenyl)-5,5-dimethyl-1,3,2-dioxaborinane). Reaction SMILES: Br[C:2]1[N:7]=[C:6]([C:8]([OH:10])=[O:9])[CH:5]=[CH:4][CH:3]=1.C([O-])([O-])=O.[Na+].[Na+].[F:17][C:18]1[CH:23]=[CH:22][C:21](B2OCC(C)(C)CO2)=[CH:20][CH:19]=1.CCO>COCCOC.C1C=CC([P]([Pd]([P](C2C=CC=CC=2)(C2C=CC=CC=2)C2C=CC=CC=2)([P](C2C=CC=CC=2)(C2C=CC=CC=2)C2C=CC=CC=2)[P](C2C=CC=CC=2)(C2C=CC=CC=2)C2C=CC=CC=2)(C2C=CC=CC=2)C2C=CC=CC=2)=CC=1>[F:17][C:18]1[CH:23]=[CH:22][C:21]([C:2]2[N:7]=[C:6]([C:8]([OH:10])=[O:9])[CH:5]=[CH:4][CH:3]=2)=[CH:20][CH:19]=1 |f:1.2.3,^1:44,46,65,84|. Solvent: COCCOC (DME). Reported procedure: A solution of 6-bromopicolinic acid (Aldrich) (2.02 g, 10 mmol) in DME containing 4 mL of 10% aq Na2CO3 was purged with Ar gas. To this mixture was added Pd(PPh3)4 followed by 2-(4-fluorophenyl)-5,5-dimethyl-1,3,2-dioxaborinane (2.40 g, 11.5 mmol, Wako Pure Chemical Industries, Ltd) and EtOH (20 mL), and the mixture was purged with Ar gas. The reaction mixture was heated at 100° C. for 2.5 h in a sealed tube. Additional 2-bromopicolinic acid (900 mg) and Pd (OAc)2 was added, and after purging wi... Yield: 46.0%. Reactants: C(C=C)ON(S(=O)(=O)C1=C(C=CC=C1)[N+](=O)[O-])[C@@H]1C(=C[C@H](N(C1)C(=O)OC(C)(C)C)CO)C ((2S,5R)-tert-butyl 5-(N-(allyloxy)-2-nitrophenylsulfonamido)-2-(hydroxymethyl)-4-methyl-5,6-dihydropyridine-1(2H)-carboxylate), C(C=C)ON(S(=O)(=O)C1=C(C=CC=C1)[N+](=O)[O-])[C@@H]1C=C([C@H](N(C1)C(=O)OC(C)(C)C)CO[Si](C)(C)C(C)(C)C)C1CC1 ((2S,5R)-tert-butyl 5-(N-(allyloxy)-2-nitrophenylsulfonamido)-2-((tert-butyldimethylsilyloxy)methyl)-3-cyclopropyl-5,6-dihydropyridine-1(2H)-carboxylate), C(C=C)ON(S(=O)(=O)C1=C(C=CC=C1)[N+](=O)[O-])[C@@H]1C=C([C@H](N(C1)C(=O)OC(C)(C)C)CO[Si](C)(C)C(C)(C)C)C1CC1 ((2S,5R)-tert-butyl 5-(N-(allyloxy)-2-nitrophenylsulfonamido)-2-((tert-butyldimethylsilyloxy)methyl)-3-cyclopropyl-5,6-dihydropyridine-1(2H)-carboxylate). Product: C(C=C)ON(S(=O)(=O)C1=C(C=CC=C1)[N+](=O)[O-])[C@@H]1C=C([C@H](N(C1)C(=O)OC(C)(C)C)CO)C1CC1 ((2S,5R)-tert-butyl 5-(N-(allyloxy)-2-nitrophenylsulfonamido)-3-cyclopropyl-2-(hydroxymethyl)-5,6-dihydropyridine-1(2H)-carboxylate), foam. Yield: 90.0%. RXN SMILES: [CH2:1]([O:4][N:5]([C@H:18]1[CH2:23][N:22]([C:24]([O:26][C:27]([CH3:30])([CH3:29])[CH3:28])=[O:25])[C@H:21]([CH2:31][O:32][Si](C(C)(C)C)(C)C)[C:20]([CH:40]2[CH2:42][CH2:41]2)=[CH:19]1)[S:6]([C:9]1[CH:14]=[CH:13][CH:12]=[CH:11][C:10]=1[N+:15]([O-:17])=[O:16])(=[O:8])=[O:7])[CH:2]=[CH2:3].C(ON([C@H]1CN(C(OC(C)(C)C)=O)[C@H](CO)C=C1C)S(C1C=CC=CC=1[N+]([O-])=O)(=O)=O)C=C>>[CH2:1]([O:4][N:5]([C@H:18]1[CH2:23][N:22]([C:24]([O:26][C:27]([CH3:29])([CH3:30])[CH3:28])=[O:25])[C@H:21]([CH2:31][OH:32])[C:20]([CH:40]2[CH2:41][CH2:42]2)=[CH:19]1)[S:6]([C:9]1[CH:14]=[CH:13][CH:12]=[CH:11][C:10]=1[N+:15]([O-:17])=[O:16])(=[O:8])=[O:7])[CH:2]=[CH2:3]. Reported procedure: The title compound was prepared from (2S,5R)-tert-butyl 5-(N-(allyloxy)-2-nitrophenylsulfonamido)-2-((tert-butyldimethylsilyloxy)methyl)-3-cyclopropyl-5,6-dihydropyridine-1(2H)-carboxylate (Intermediate 239, 3.19 g, 5.11 mmol) following the procedure described for Intermediate 18. The desired product was obtained as a tan foam (2.35 g, 90%).